From a dataset of the Open Reaction Database (ORD), a public repository of structured organic reaction records. describe an organic reaction: reactants, conditions, products, and yield Starting materials: [Br-], CC(C)(C)[O-], C[P+](c1ccccc1)(c1ccccc1)c1ccccc1, [K+], C1CCOC1, O=C1CCCCC1n1nc(-c2c(-c3ccccc3)nn3ccccc23)ccc1=O. The product is C=C1CCCCC1n1nc(-c2c(-c3ccccc3)nn3ccccc23)ccc1=O. RXN SMILES: [Br-:36].[CH3:1][C:2]([CH3:3])([O-:4])[CH3:5].[CH3:37][P+:38]([c:39]1[cH:40][cH:41][cH:42][cH:43][cH:44]1)([c:45]1[cH:46][cH:47][cH:48][cH:49][cH:50]1)[c:51]1[cH:52][cH:53][cH:54][cH:55][cH:56]1.[K+:6].[O:57]1[CH2:58][CH2:59][CH2:60][CH2:61]1.[O:7]=[C:8]1[CH:9]([n:14]2[n:15][c:16](-[c:21]3[c:22](-[c:30]4[cH:31][cH:32][cH:33][cH:34][cH:35]4)[n:23][n:24]4[c:25]3[cH:26][cH:27][cH:28][cH:29]4)[cH:17][cH:18][c:19]2=[O:20])[CH2:10][CH2:11][CH2:12][CH2:13]1>>[CH2:1]=[C:8]1[CH:9]([n:14]2[n:15][c:16](-[c:21]3[c:22](-[c:30]4[cH:31][cH:32][cH:33][cH:34][cH:35]4)[n:23][n:24]4[c:25]3[cH:26][cH:27][cH:28][cH:29]4)[cH:17][cH:18][c:19]2=[O:20])[CH2:10][CH2:11][CH2:12][CH2:13]1. Procedure details: Magnesium (124 mg, 5.1 mmol) is covered with 1 ml of distilled THF and heated at 60° C. with stirring. A solution of 4-bromo-N,N-dimethylaniline (1.02 g, 5.1 mmol) in 5 ml of distilled THF is added dropwise over the course of 20 min. The reaction mixture is heated at reflux of the THF for 1 h. A solution of 5,6-di(tert-butyldimethylsilyloxy)indan-1-one (2 g, 5.1 mmol) in 10 ml of distilled THF is added dropwise at room temperature over the course of 5 min to this yellow-green solution. The mixtu... Starting materials: [Mg] (Magnesium), BrC1=CC=C(N(C)C)C=C1 (4-bromo-N,N-dimethylaniline), [Cl-].[NH4+] (ammonium chloride), [Si](C)(C)(C(C)(C)C)OC=1C=C2CCC(C2=CC1O[Si](C)(C)C(C)(C)C)=O (5,6-di(tert-butyldimethylsilyloxy)indan-1-one). Reaction SMILES: [Mg].Br[C:3]1[CH:11]=[CH:10][C:6]([N:7]([CH3:9])[CH3:8])=[CH:5][CH:4]=1.[Si:12]([O:19][C:20]1[CH:21]=[C:22]2[C:26](=[CH:27][C:28]=1[O:29][Si:30]([C:33]([CH3:36])([CH3:35])[CH3:34])([CH3:32])[CH3:31])[C:25](=O)[CH2:24][CH2:23]2)([C:15]([CH3:18])([CH3:17])[CH3:16])([CH3:14])[CH3:13].[Cl-].[NH4+]>C1COCC1>[Si:12]([O:19][C:20]1[CH:21]=[C:22]2[C:26](=[CH:27][C:28]=1[O:29][Si:30]([C:33]([CH3:36])([CH3:35])[CH3:34])([CH3:31])[CH3:32])[CH2:25][CH:24]=[C:23]2[C:3]1[CH:11]=[CH:10][C:6]([N:7]([CH3:9])[CH3:8])=[CH:5][CH:4]=1)([C:15]([CH3:18])([CH3:17])[CH3:16])([CH3:14])[CH3:13] |f:3.4|. Reaction conditions: temperature 60 celsius. Product: [Si](C)(C)(C(C)(C)C)OC=1C=C2C(=CCC2=CC1O[Si](C)(C)C(C)(C)C)C1=CC=C(C=C1)N(C)C (5,6-Di(tert-butyldimethylsilyloxy)-3-(4-dimethylaminophenyl)indene). Solvent: C1CCOC1 (THF), C1CCOC1 (THF), C1CCOC1 (THF), C1CCOC1 (THF). The reactants are C(C)OC(C1=CC=C(C=C1)\C=C(/C)\C1=CC=2C(CCC(C2C=C1)(C)C)(C)C)=O (p-[(E)-2-(5,6,7,8-tetrahydro-5,5,8,8-tetramethyl-2-naphthyl)-propenyl]-benzoic acid ethyl ester), CO (methanol), [H-].[Al+3].[Li+].[H-].[H-].[H-] (lithium aluminum hydride). The solvent is CCOCC.O1CCCC1 (ether tetrahydrofuran). The product is CC1(C=2C=CC(=CC2C(CC1)(C)C)/C(=C/C1=CC=C(CO)C=C1)/C)C (p-[(E)-2-(5,6,7,8-tetrahydro-5,5,8,8-tetramethyl-2-naphthyl)-propenyl]-benzyl alcohol). Reaction SMILES: C([O:3][C:4](=O)[C:5]1[CH:10]=[CH:9][C:8](/[CH:11]=[C:12](/[C:14]2[CH:23]=[CH:22][C:21]3[C:20]([CH3:25])([CH3:24])[CH2:19][CH2:18][C:17]([CH3:27])([CH3:26])[C:16]=3[CH:15]=2)\[CH3:13])=[CH:7][CH:6]=1)C.[H-].[Al+3].[Li+].[H-].[H-].[H-].CO>CCOCC.O1CCCC1>[CH3:24][C:20]1([CH3:25])[CH2:19][CH2:18][C:17]([CH3:26])([CH3:27])[C:16]2[CH:15]=[C:14](/[C:12](/[CH3:13])=[CH:11]/[C:8]3[CH:9]=[CH:10][C:5]([CH2:4][OH:3])=[CH:6][CH:7]=3)[CH:23]=[CH:22][C:21]1=2 |f:1.2.3.4.5.6,8.9|. Procedure details: 5,6,7,8-Tetrahydro-5,5,8,8-tetramethyl-naphthalene is reacted with acetyl chloride and aluminium chloride in nitrobenzene to give (5,6,7,8-tetrahydro-5,5,8,8-tetramethyl-2-naphthyl) methyl ketone. Reduction of this ketone with lithium aluminium hydride in ether yields 5,6,7,8-tetrahydro-α-5,5,8,8-pentamethyl-2-naphthalene-methanol which is converted by treatment with phosphorus tribromide in ether/hexane in the presence of a small amount of pyridine into 2-bromoethyl-5,6,7,8-tetrahydro-5,5,8,8-t... The reactants are CC(C)(C)OC(=O)NCC1CN(c2ccc(C3=NNC(=S)CS3)c(F)c2)C(=O)O1, ClCCl, O=C(O)C(F)(F)F. The product is CC(=O)NCC1CN(c2ccc(C3=NNC(=S)CS3)c(F)c2)C(=O)O1. Reaction SMILES: [C:11]([O:12][C:16]([NH:17][CH2:18][CH:19]1[CH2:20][N:21]([c:25]2[cH:26][c:27]([F:38])[c:28]([C:31]3=[N:36][NH:35][C:34](=[S:37])[CH2:33][S:32]3)[cH:29][cH:30]2)[C:22](=[O:24])[O:23]1)=[O:39])([CH3:13])([CH3:14])[CH3:15].[Cl:1][CH2:2][Cl:3].[F:4][C:5]([F:6])([F:7])[C:8]([OH:9])=[O:10]>>[CH3:5][C:16]([NH:17][CH2:18][CH:19]1[CH2:20][N:21]([c:25]2[cH:26][c:27]([F:38])[c:28]([C:31]3=[N:36][NH:35][C:34](=[S:37])[CH2:33][S:32]3)[cH:29][cH:30]2)[C:22](=[O:24])[O:23]1)=[O:39]. Starting materials: O=C(O)c1ccc(Br)cn1, OCCN1CCNCC1. Product: O=C(c1ccc(Br)cn1)N1CCN(CCO)CC1. Reaction SMILES: [Br:1][c:2]1[cH:3][cH:4][c:5]([C:8](=[O:9])[OH:10])[n:6][cH:7]1.[N:11]1([CH2:17][CH2:18][OH:19])[CH2:12][CH2:13][NH:14][CH2:15][CH2:16]1>>[Br:1][c:2]1[cH:3][cH:4][c:5]([C:8](=[O:10])[N:14]2[CH2:13][CH2:12][N:11]([CH2:17][CH2:18][OH:19])[CH2:16][CH2:15]2)[n:6][cH:7]1. Reported procedure: 2-{5-Chloro-2-[3-(2-methoxy-ethyl)-2,3,4,5-tetrahydro-1H-benzo[d]azepin-7-ylamino]-pyrimidin-4-ylamino}-benzoic acid ethyl ester (1.168 g, 2.355 mmol) was dissolved in tetrahydrofuran (117 mL, 1440 mmol). Lithium hydroxide (67.7 mg, 2.82 mmol) dissolved in water (23.4 mL, 1.30 mol) was added and the reaction was stirred for 48 hours. The reaction was concentrated under reduced pressure and azetroped twice with toluene. The reaction was then further dried under high vacuum to obtain 2-{5-chloro-2... As a reaction SMILES: C([O:3][C:4](=[O:35])[C:5]1[CH:10]=[CH:9][CH:8]=[CH:7][C:6]=1[NH:11][C:12]1[C:17]([Cl:18])=[CH:16][N:15]=[C:14]([NH:19][C:20]2[CH:34]=[CH:33][C:23]3[CH2:24][CH2:25][N:26]([CH2:29][CH2:30][O:31][CH3:32])[CH2:27][CH2:28][C:22]=3[CH:21]=2)[N:13]=1)C.O1CCCC1.[OH-].[Li+].O>>[Cl:18][C:17]1[C:12]([NH:11][C:6]2[CH:7]=[CH:8][CH:9]=[CH:10][C:5]=2[C:4]([OH:35])=[O:3])=[N:13][C:14]([NH:19][C:20]2[CH:34]=[CH:33][C:23]3[CH2:24][CH2:25][N:26]([CH2:29][CH2:30][O:31][CH3:32])[CH2:27][CH2:28][C:22]=3[CH:21]=2)=[N:15][CH:16]=1 |f:2.3|. Run at time 48 hour. Product: ClC=1C(=NC(=NC1)NC1=CC2=C(CCN(CC2)CCOC)C=C1)NC1=C(C(=O)O)C=CC=C1 (2-{5-chloro-2-[3-(2-methoxy-ethyl)-2,3,4,5-tetrahydro-1H-benzo[d]azepin-7-ylamino]-pyrimidin-4-ylamino}-benzoic acid). Reactants: C(C)OC(C1=C(C=CC=C1)NC1=NC(=NC=C1Cl)NC1=CC2=C(CCN(CC2)CCOC)C=C1)=O (2-{5-Chloro-2-[3-(2-methoxy-ethyl)-2,3,4,5-tetrahydro-1H-benzo[d]azepin-7-ylamino]-pyrimidin-4-ylamino}-benzoic acid ethyl ester), O1CCCC1 (tetrahydrofuran), [OH-].[Li+] (Lithium hydroxide), O (water). The product is COC=1C=C(C=CC1OC)NC=C1C(OC(OC1=O)(C)C)=O (5-((3,4-dimethoxyphenylamino)methylene)-2,2-dimethyl-1,3-dioxane-4,6-dione). Conditions: time 30 minute. Reaction SMILES: [CH3:1][O:2][C:3]1[CH:4]=[C:5]([NH2:11])[CH:6]=[CH:7][C:8]=1[O:9][CH3:10].[CH:12](OCC)(OCC)OCC.[CH3:22][C:23]1([CH3:31])[O:28][C:27](=[O:29])[CH2:26][C:25](=[O:30])[O:24]1>>[CH3:1][O:2][C:3]1[CH:4]=[C:5]([NH:11][CH:12]=[C:26]2[C:27](=[O:29])[O:28][C:23]([CH3:31])([CH3:22])[O:24][C:25]2=[O:30])[CH:6]=[CH:7][C:8]=1[O:9][CH3:10]. Starting materials: COC=1C=C(C=CC1OC)N (3,4-dimethoxybenzenamine), C(OCC)(OCC)OCC (CH(OC2H5)3), CC1(OC(CC(O1)=O)=O)C (2,2-Dimethyl-1,3-dioxane-4,6-dione). Yield: 85.6%. Procedure: A mixture of 3,4-dimethoxybenzenamine (10 g, 65 mmol) and CH(OC2H5)3 (96.2 g, 650 mmol) in a 500 mL of round-bottom flask was stirred at room temperature for 30 minutes. 2,2-Dimethyl-1,3-dioxane-4,6-dione (9.4 g, 65 mmol) was then added and the reaction mixture was heated at 90° C. for 3.5 h. The reaction solution was cooled at −20° C. overnight. The solid was collected by filtration and washed with 2-methoxy-2-methyl propane (50 mL×3) to afford the title compound as a pale yellow powder (17.1 g...